The task is: describe an organic reaction: reactants, conditions, products, and yield. This data is from the Open Reaction Database (ORD), a public repository of structured organic reaction records. Starting materials: C1(=CC=C2C=CC3=CC=CC4=CC=C1C2=C34)CC(=O)OCCOCCO (2-(2-Hydroxyethoxy)-ethyl (1-pyrenyl)-acetate), FC(C(C(C(C(C(C(C(CCCCOC=1C=C(C(=O)O)C=C(C1OCCCCC(C(C(C(C(C(C(C(F)(F)F)(F)F)(F)F)(F)F)(F)F)(F)F)(F)F)(F)F)OCCCCC(C(C(C(C(C(C(C(F)(F)F)(F)F)(F)F)(F)F)(F)F)(F)F)(F)F)(F)F)(F)F)(F)F)(F)F)(F)F)(F)F)(F)F)(F)F)(F)F (3,4,5-tris-(12,12,12,11,11,10,10,9,9,8,8,7,7,6,6,5,5-heptadecafluoro-n-dodecan-1-yloxy)-benzoic acid). The product is C1(=CC=C2C=CC3=CC=CC4=CC=C1C2=C34)CC(=O)OCCOCCOC(C3=CC(=C(C(=C3)OCCCCC(C(C(C(C(C(C(C(F)(F)F)(F)F)(F)F)(F)F)(F)F)(F)F)(F)F)(F)F)OCCCCC(C(C(C(C(C(C(C(F)(F)F)(F)F)(F)F)(F)F)(F)F)(F)F)(F)F)(F)F)OCCCCC(C(C(C(C(C(C(C(F)(F)F)(F)F)(F)F)(F)F)(F)F)(F)F)(F)F)(F)F)=O ({2-[2-((1-Pyrenyl)-acetoxy)-ethoxy]-ethyl}3,4,5-tris-(12,12,12,11,11,10,10,9,9,8,8,7,7,6,6,5,5-heptadecafluoro-n-dodecan-1-yloxy)-benzoate). Reaction SMILES: [C:1]1([CH2:17][C:18]([O:20][CH2:21][CH2:22][O:23][CH2:24][CH2:25][OH:26])=[O:19])[C:14]2[C:15]3=[C:16]4[C:11](=[CH:12][CH:13]=2)[CH:10]=[CH:9][CH:8]=[C:7]4[CH:6]=[CH:5][C:4]3=[CH:3][CH:2]=1.[F:27][C:28]([F:125])([F:124])[C:29]([F:123])([F:122])[C:30]([F:121])([F:120])[C:31]([F:119])([F:118])[C:32]([F:117])([F:116])[C:33]([F:115])([F:114])[C:34]([F:113])([F:112])[C:35]([F:111])([F:110])[CH2:36][CH2:37][CH2:38][CH2:39][O:40][C:41]1[CH:42]=[C:43]([CH:47]=[C:48]([O:80][CH2:81][CH2:82][CH2:83][CH2:84][C:85]([F:109])([F:108])[C:86]([F:107])([F:106])[C:87]([F:105])([F:104])[C:88]([F:103])([F:102])[C:89]([F:101])([F:100])[C:90]([F:99])([F:98])[C:91]([F:97])([F:96])[C:92]([F:95])([F:94])[F:93])[C:49]=1[O:50][CH2:51][CH2:52][CH2:53][CH2:54][C:55]([F:79])([F:78])[C:56]([F:77])([F:76])[C:57]([F:75])([F:74])[C:58]([F:73])([F:72])[C:59]([F:71])([F:70])[C:60]([F:69])([F:68])[C:61]([F:67])([F:66])[C:62]([F:65])([F:64])[F:63])[C:44](O)=[O:45]>>[C:1]1([CH2:17][C:18]([O:20][CH2:21][CH2:22][O:23][CH2:24][CH2:25][O:26][C:44](=[O:45])[C:43]2[CH:42]=[C:41]([O:40][CH2:39][CH2:38][CH2:37][CH2:36][C:35]([F:111])([F:110])[C:34]([F:113])([F:112])[C:33]([F:115])([F:114])[C:32]([F:117])([F:116])[C:31]([F:119])([F:118])[C:30]([F:121])([F:120])[C:29]([F:123])([F:122])[C:28]([F:125])([F:124])[F:27])[C:49]([O:50][CH2:51][CH2:52][CH2:53][CH2:54][C:55]([F:78])([F:79])[C:56]([F:76])([F:77])[C:57]([F:74])([F:75])[C:58]([F:72])([F:73])[C:59]([F:70])([F:71])[C:60]([F:68])([F:69])[C:61]([F:67])([F:66])[C:62]([F:63])([F:64])[F:65])=[C:48]([O:80][CH2:81][CH2:82][CH2:83][CH2:84][C:85]([F:108])([F:109])[C:86]([F:106])([F:107])[C:87]([F:104])([F:105])[C:88]([F:102])([F:103])[C:89]([F:101])([F:100])[C:90]([F:99])([F:98])[C:91]([F:96])([F:97])[C:92]([F:93])([F:94])[F:95])[CH:47]=2)=[O:19])[C:14]2[C:15]3=[C:16]4[C:11](=[CH:12][CH:13]=2)[CH:10]=[CH:9][CH:8]=[C:7]4[CH:6]=[CH:5][C:4]3=[CH:3][CH:2]=1. Procedure details: As depicted in the Scheme below, 2-(2-Hydroxyethoxy)-ethyl (1-pyrenyl)-acetate is reacted with 3,4,5-tris-(12,12,12,11,11,10,10,9,9,8,8,7,7,6,6,5,5-heptadecafluoro-n-dodecan-1-yloxy)-benzoic acid to produce compound D3. As a reaction SMILES: [CH2:4]([CH3:5])[O:6][C:7](=[O:8])[C:9]1([NH2:31])[CH:10]2[C:11]([C:25](=[O:26])[O:27][CH2:28][CH3:29])([F:30])[CH:12]2[CH2:13][CH:14]1[S:15][CH2:16][c:17]1[cH:18][c:19]([Cl:24])[c:20]([Cl:23])[cH:21][cH:22]1.[ClH:32].[Li+:3].[O:33]1[CH2:34][CH2:35][CH2:36][CH2:37]1.[OH-:2].[OH2:1].[OH2:38]>>[CH2:4]([CH3:5])[O:6][C:7](=[O:8])[C:9]1([NH2:31])[CH:10]2[C:11]([C:25](=[O:26])[OH:27])([F:30])[CH:12]2[CH2:13][CH:14]1[S:15][CH2:16][c:17]1[cH:18][c:19]([Cl:24])[c:20]([Cl:23])[cH:21][cH:22]1. Starting materials: CCOC(=O)C1(N)C(SCc2ccc(Cl)c(Cl)c2)CC2C1C2(F)C(=O)OCC, Cl, [Li+], C1CCOC1, [OH-], O, O. Yields the product CCOC(=O)C1(N)C(SCc2ccc(Cl)c(Cl)c2)CC2C1C2(F)C(=O)O. Starting materials: FCC(CC#C)(CCCC)O[Si](C)(C)C (4-fluoromethyl-4-trimethylsilyloxy-1-octyne), C(CCC)[SnH](CCCC)CCCC (tributylstannane), N(=NC(C#N)(C)C)C(C#N)(C)C (azobisisobutyronitrile). Conditions: temperature 120 celsius, time 3 hour. Product: FCC(C/C=C/[Sn](CCCC)(CCCC)CCCC)(CCCC)O[Si](C)(C)C (4-Fluoromethyl-4-trimethylsilyloxy-1-tri-n-butylstannyl-trans-1-octene). RXN SMILES: [F:1][CH2:2][C:3]([O:11][Si:12]([CH3:15])([CH3:14])[CH3:13])([CH2:7][CH2:8][CH2:9][CH3:10])[CH2:4][C:5]#[CH:6].[CH2:16]([SnH:20]([CH2:25][CH2:26][CH2:27][CH3:28])[CH2:21][CH2:22][CH2:23][CH3:24])[CH2:17][CH2:18][CH3:19].N(C(C)(C)C#N)=NC(C)(C)C#N>>[F:1][CH2:2][C:3]([O:11][Si:12]([CH3:15])([CH3:13])[CH3:14])([CH2:7][CH2:8][CH2:9][CH3:10])[CH2:4]/[CH:5]=[CH:6]/[Sn:20]([CH2:21][CH2:22][CH2:23][CH3:24])([CH2:25][CH2:26][CH2:27][CH3:28])[CH2:16][CH2:17][CH2:18][CH3:19]. Procedure details: A solution of 6.36 g. of 4-fluoromethyl-4-trimethylsilyloxy-1-octyne, 11.64 g. (10.6 ml.) of tributylstannane and 40 mg. of azobisisobutyronitrile is heated and stirred at 120° C. under nitrogen for 3 hours. The mixture is cooled, filtered through Celite and washed with hexanes. The hexanes are removed in vacuo and the residual liquid is vacuum distilled through a short path. The product is obtained at b.p. 110°-135° C./0.2-0.25 mm. (The product contains a minor amount of cis isomer.) The reactants are C1(=CC=CC=C1)C1=NOC(=C1C(F)(F)F)C=1SC2=C(N1)CCC1=CC(=CC=C12)C=C (3-phenyl-4-(trifluoromethyl)-5-(7-vinyl-4,5-dihydronaphtho[2,1-d]thiazol-2-yl)isoxazole), BrC=1C=C2CCC=3N=C(SC3C2=CC1)CCCCC (7-bromo-2-pentyl-4,5-dihydronaphtho[2,1-d]thiazole). Yields the product C(CCCC)C=1SC2=C(N1)CCC1=CC(=CC=C12)C=C (2-pentyl-7-vinyl-4,5-dihydronaphtho[2,1-d]thiazole). RXN SMILES: [C:1]1([C:7]2[C:11](C(F)(F)F)=[C:10]([C:16]3[S:17][C:18]4[C:28]5[C:23](=[CH:24][C:25]([CH:29]=[CH2:30])=[CH:26][CH:27]=5)[CH2:22][CH2:21][C:19]=4[N:20]=3)ON=2)C=CC=C[CH:2]=1.BrC1C=C2C(=CC=1)C1SC(CCCCC)=NC=1CC2>>[CH2:10]([C:16]1[S:17][C:18]2[C:28]3[C:23](=[CH:24][C:25]([CH:29]=[CH2:30])=[CH:26][CH:27]=3)[CH2:22][CH2:21][C:19]=2[N:20]=1)[CH2:11][CH2:7][CH2:1][CH3:2]. Reported procedure: This compound was prepared according to the procedure described for Preparation 82E, employing 270 mgs of 7-bromo-2-pentyl-4,5-dihydronaphtho[2,1-d]thiazole (Preparation 86B). Yield: (193 mgs, 85%). LC/MS M+1=337. Starting materials: N1C=NC=C1 (imidazole), CC=1N(C=C(N1)C)CCCN (2,4-dimethyl-1H-imidazole-1-propanamine), C1(=CC=CC=C1)C=1N(C=CN1)CCCN (2-phenyl-1H-imidazole-1-propanamine), CC=1N(C=CN1)CCCN (2-methyl-1H-imidazole-1-propanamine), C(C)C=1N(C=CN1)CCCN (2-ethyl-1H-imidazole-1-propanamine), C1(=CC=CC=C1)C=1N=CN(C1)CCCN (4-phenyl-1H-imidazole-1-propanamine). Yields the product CC=1N=CN(C1)CCCN (4-Methyl-1H-imidazole-1-propanamine). As a reaction SMILES: N1C=CN=C1.CC1N(CCCN)C=CN=1.C(C1N(CCCN)C=CN=1)C.C[C:28]1[N:29]([CH2:34][CH2:35][CH2:36][NH2:37])[CH:30]=[C:31]([CH3:33])[N:32]=1.C1(C2N(CCCN)C=CN=2)C=CC=CC=1.C1(C2N=CN(CCCN)C=2)C=CC=CC=1>>[CH3:33][C:31]1[N:32]=[CH:28][N:29]([CH2:34][CH2:35][CH2:36][NH2:37])[CH:30]=1. Reported procedure: By substituting the appropriate imidazole starting material in the above procedure, the following intermediates were prepared: 2-methyl-1H-imidazole-1-propanamine; 2-ethyl-1H-imidazole-1-propanamine; 2,4-dimethyl-1H-imidazole-1-propanamine; 2-phenyl-1H-imidazole-1-propanamine; and 4-phenyl-1H-imidazole-1-propanamine. The reactants are solution, [F-].C(CCC)[N+](CCCC)(CCCC)CCCC (tetra-butylammonium fluoride), [Si](C1=CC=CC=C1)(C1=CC=CC=C1)(C(C)(C)C)OC[C@@H]1CC[C@@H](O1)N1C(=O)NC(=O)C(C)=C1 (5'-O-(t-butyldiphenylsilyl)-3'-deoxythymidine). The solvent is C1CCOC1 (THF), C1CCOC1 (THF). Conditions: time 3 hour. Yields the product [C@@H]1(CC[C@@H](CO)O1)N1C(=O)NC(=O)C(C)=C1 (3'-Deoxythymidine), final eluent. RXN SMILES: [F-].C([N+](CCCC)(CCCC)CCCC)CCC.[Si]([O:36][CH2:37][C@H:38]1[O:42][C@@H:41]([N:43]2[CH:51]=[C:49]([CH3:50])[C:47](=[O:48])[NH:46][C:44]2=[O:45])[CH2:40][CH2:39]1)(C(C)(C)C)(C1C=CC=CC=1)C1C=CC=CC=1>C1COCC1>[C@@H:41]1([N:43]2[CH:51]=[C:49]([CH3:50])[C:47](=[O:48])[NH:46][C:44]2=[O:45])[O:42][C@H:38]([CH2:37][OH:36])[CH2:39][CH2:40]1 |f:0.1|. Procedure details: A 1M solution of tetra-butylammonium fluoride in THF (0.35 mL, 0.35 mmol), was added to a solution of 5'-O-(t-butyldiphenylsilyl)-3'-deoxythymidine (0.162 g, 0.35 mmol) in THF (3 mL). The reaction mixture was stirred at room temperature for 3 hours, at which time thin layer chromatography indicated complete disappearance of the starting material. The solvent was removed under reduced pressure. The residue was dissolved in a minimum volume of chloroform and then purified by passing it through a v... Reactants: [N+](=O)([O-])C1=C(CSCC(=O)OC)C=CC=C1 (Methyl (o-nitrobenzylthio)-acetate), [H][H] (hydrogen). The reagents and catalysts are [Ni] (Raney nickel). The solvent is C(C)O (ethanol). Product: NC1=C(CSCC(=O)OC)C=CC=C1 (methyl (o-aminobenzylthio)-acetate). RXN SMILES: [N+:1]([C:4]1[CH:16]=[CH:15][CH:14]=[CH:13][C:5]=1[CH2:6][S:7][CH2:8][C:9]([O:11][CH3:12])=[O:10])([O-])=O.[H][H]>C(O)C.[Ni]>[NH2:1][C:4]1[CH:16]=[CH:15][CH:14]=[CH:13][C:5]=1[CH2:6][S:7][CH2:8][C:9]([O:11][CH3:12])=[O:10]. Procedure: Methyl (o-nitrobenzylthio)-acetate (24.4 g) was dissolved in ethanol (500 ml). Raney nickel was added and the mixture was hydrogenated at room temperature and 1 atm. of hydrogen pressure. The title compound was obtained as an oil after filtration and evaporation of the reaction mixture. Starting materials: Oc1cccc(Br)c1, CC(CCl)CBr. The product is CC(CCl)COc1cccc(Br)c1. RXN SMILES: [Br:1][c:2]1[cH:3][c:4]([OH:8])[cH:5][cH:6][cH:7]1.[Br:9][CH2:10][CH:11]([CH2:12][Cl:13])[CH3:14]>>[Br:1][c:2]1[cH:3][c:4]([O:8][CH2:10][CH:11]([CH2:12][Cl:13])[CH3:14])[cH:5][cH:6][cH:7]1. Run in C(CO)O (ethylene glycol), CO (methanol), CO.C(C)(=O)OCC (methanol ethyl acetate), CO.C(C)(=O)OCC (methanol ethyl acetate), CO.C(C)(=O)OCC (methanol ethyl acetate), C(C)(=O)OCC (ethyl acetate), ClCCl (dichloromethane). As a reaction SMILES: [O:1]1[CH:5]=[CH:4][CH:3]=[C:2]1[CH2:6][N:7]1[C:11]2[CH:12]=[CH:13][CH:14]=[CH:15][C:10]=2[N:9]=[C:8]1[NH:16][CH:17]1[CH2:22][CH2:21][N:20](C(OCC)=O)[CH2:19][CH2:18]1.[OH-].[K+].O.NN.O>C(O)CO.ClCCl.CO.CO.C(OCC)(=O)C.C(OCC)(=O)C>[O:1]1[CH:5]=[CH:4][CH:3]=[C:2]1[CH2:6][N:7]1[C:11]2[CH:12]=[CH:13][CH:14]=[CH:15][C:10]=2[N:9]=[C:8]1[NH:16][CH:17]1[CH2:18][CH2:19][NH:20][CH2:21][CH2:22]1 |f:1.2,3.4,9.10|. Product: O1C(=CC=C1)CN1C(=NC2=C1C=CC=C2)NC2CCNCC2 ((1-(fur-2-ylmethyl)-1H-benzimidazol-2-yl)(piperidin-4-yl)amine). Reaction conditions: time 18 hour. Procedure details: Combine (1-(fur-2-ylmethyl)-1H-benzimidazol-2-yl)(1-(ethoxycarbonyl)piperidin-4-yl)amine (1.38 g, 3.75 mmol), potassium hydroxide (3.0 g, 56.1 mmol) in ethylene glycol (15 mL). Add hydrazine hydrate (3.09 mL, 63.7 mmol). Heat to reflux. After 18 hours, cool, add water, and extract four times with dichloromethane (200 mL). Combine the organic layers, dry over MgSO4, filter, and concentrate in vacuo to obtain a residue. Chromatograph the residue on silica gel eluting with sequentially with ethyl a... Starting materials: O.NN (hydrazine hydrate), O1C(=CC=C1)CN1C(=NC2=C1C=CC=C2)NC2CCN(CC2)C(=O)OCC ((1-(fur-2-ylmethyl)-1H-benzimidazol-2-yl)(1-(ethoxycarbonyl)piperidin-4-yl)amine), O (water), [OH-].[K+] (potassium hydroxide). The reactants are [BH4-], COC(=O)C1CC(=O)N(Cc2ccccc2)C1c1c(Cl)cccc1Cl, CO, [Na+]. Product: O=C1CC(CO)C(c2c(Cl)cccc2Cl)N1Cc1ccccc1. Reaction SMILES: [BH4-:1].[CH2:3]([c:4]1[cH:5][cH:6][cH:7][cH:8][cH:9]1)[N:10]1[CH:11]([c:20]2[c:21]([Cl:27])[cH:22][cH:23][cH:24][c:25]2[Cl:26])[CH:12]([C:16](=[O:17])[O:18][CH3:19])[CH2:13][C:14]1=[O:15].[CH3:28][OH:29].[Na+:2]>>[CH2:3]([c:4]1[cH:5][cH:6][cH:7][cH:8][cH:9]1)[N:10]1[CH:11]([c:20]2[c:21]([Cl:27])[cH:22][cH:23][cH:24][c:25]2[Cl:26])[CH:12]([CH2:16][OH:17])[CH2:13][C:14]1=[O:15].